The task is: describe an organic reaction: reactants, conditions, products, and yield. This data is from the Open Reaction Database (ORD), a public repository of structured organic reaction records. Yields the product CNc1cccc(S(=O)(=O)N(CC(O)C(Cc2ccccc2)NC(=O)OC2COC3OCCC23)CC(C)(C)CCCCNC(=O)N(C)C)c1. Reactants: C1CCOC1, CN(C)C(=O)Cl, CCN(C(C)C)C(C)C, CNc1cccc(S(=O)(=O)N(CC(O)C(Cc2ccccc2)NC(=O)OC2COC3OCCC23)CC(C)(C)CCCCN)c1. RXN SMILES: [CH2:60]1[O:61][CH2:62][CH2:63][CH2:64]1.[CH3:54][N:55]([C:56](=[O:57])[Cl:58])[CH3:59].[CH:45]([N:46]([CH2:47][CH3:48])[CH:49]([CH3:50])[CH3:51])([CH3:52])[CH3:53].[NH2:1][CH2:2][CH2:3][CH2:4][CH2:5][C:6]([CH2:7][N:8]([CH2:9][CH:10]([CH:11]([CH2:12][c:13]1[cH:14][cH:15][cH:16][cH:17][cH:18]1)[NH:19][C:20]([O:21][CH:22]1[CH2:23][O:24][CH:25]2[O:26][CH2:27][CH2:28][CH:29]12)=[O:30])[OH:31])[S:32](=[O:33])(=[O:34])[c:35]1[cH:36][c:37]([NH:41][CH3:42])[cH:38][cH:39][cH:40]1)([CH3:43])[CH3:44]>>[NH:1]([CH2:2][CH2:3][CH2:4][CH2:5][C:6]([CH2:7][N:8]([CH2:9][CH:10]([CH:11]([CH2:12][c:13]1[cH:14][cH:15][cH:16][cH:17][cH:18]1)[NH:19][C:20]([O:21][CH:22]1[CH2:23][O:24][CH:25]2[O:26][CH2:27][CH2:28][CH:29]12)=[O:30])[OH:31])[S:32](=[O:33])(=[O:34])[c:35]1[cH:36][c:37]([NH:41][CH3:42])[cH:38][cH:39][cH:40]1)([CH3:43])[CH3:44])[C:56]([N:55]([CH3:54])[CH3:59])=[O:57].